This data is from the Open Reaction Database (ORD), a public repository of structured organic reaction records. The task is: describe an organic reaction: reactants, conditions, products, and yield Starting materials: O=C(c1ccc(Br)cc1F)N1CCCC1CN1CCCC1, OB(O)c1ccc2c(c1)OCCO2. Product: O=C(c1ccc(-c2ccc3c(c2)OCCO3)cc1F)N1CCCC1CN1CCCC1. Reaction SMILES: [Br:1][c:2]1[cH:3][c:4]([F:21])[c:5]([C:8](=[O:9])[N:10]2[CH:11]([CH2:15][N:16]3[CH2:17][CH2:18][CH2:19][CH2:20]3)[CH2:12][CH2:13][CH2:14]2)[cH:6][cH:7]1.[O:22]1[CH2:23][CH2:24][O:25][c:26]2[c:27]1[cH:28][cH:29][c:30]([B:32]([OH:33])[OH:34])[cH:31]2>>[c:2]1(-[c:30]2[cH:29][cH:28][c:27]3[c:26]([cH:31]2)[O:25][CH2:24][CH2:23][O:22]3)[cH:3][c:4]([F:21])[c:5]([C:8](=[O:9])[N:10]2[CH:11]([CH2:15][N:16]3[CH2:17][CH2:18][CH2:19][CH2:20]3)[CH2:12][CH2:13][CH2:14]2)[cH:6][cH:7]1. Starting materials: 2L, C(=O)(O)[O-].[Na+] (NaHCO3), CO (methanol), C(CCC)C=1C=2CCCCC2N=C2CCCCC12 (9-n-butyl-1,2,3,4,5, 6,7,8-octahydroacridine), OOS(=O)[O-].[K+] (Oxone). Solvent: O (water). Reaction conditions: temperature 47.5 celsius, time 24 hour. Product: C(CCC)C1=C2CCCCC2=[N+](C=2CCCCC12)[O-] (9-n-butyl-1,2,3,4,5,6,7,8-octahydroacridine-N-oxide). The yield is 125.3%. RXN SMILES: [CH2:1]([C:5]1[C:6]2[CH2:7][CH2:8][CH2:9][CH2:10][C:11]=2[N:12]=[C:13]2[C:18]=1[CH2:17][CH2:16][CH2:15][CH2:14]2)[CH2:2][CH2:3][CH3:4].[OH:19]OS([O-])=O.[K+].C([O-])(O)=O.[Na+].CO>O>[CH2:1]([C:5]1[C:6]2[CH2:7][CH2:8][CH2:9][CH2:10][C:11]=2[N+:12]([O-:19])=[C:13]2[C:18]=1[CH2:17][CH2:16][CH2:15][CH2:14]2)[CH2:2][CH2:3][CH3:4] |f:1.2,3.4|. Procedure: Into a 2L round-bottomed flask equipped with a magnetic stirrer and a reflux condenser fitted with a nitrogen inlet are placed 38.0 g (0.16 mol) of 9-n-butyl-1,2,3,4,5, 6,7,8-octahydroacridine, 72.0 g (0.12 mol) of Oxone (Note 9), 28.5 g (0.34 mol) of NaHCO3, 790 mL of methanol and 240 mL of water. The resulting suspension is stirred at 45-50° C. in an atmosphere of nitrogen for 24 hrs. (Note 10). The cooled reaction mixture is vacuum filtered, washing the residual salts with methanol (2×50 mL)....